From a dataset of the Open Reaction Database (ORD), a public repository of structured organic reaction records. describe an organic reaction: reactants, conditions, products, and yield Starting materials: [BH4-], COC(=O)C1CC(O[Si](C)(C)C(C)(C)C)CN1C(=O)OC(C)(C)C, C1CCOC1, [Li+]. The product is CC(C)(C)OC(=O)N1CC(O[Si](C)(C)C(C)(C)C)CC1CO. RXN SMILES: [BH4-:1].[C:3]([CH3:4])([CH3:5])([CH3:6])[Si:7]([O:8][CH:9]1[CH2:10][CH:11]([C:21](=[O:22])[O:23][CH3:24])[N:12]([C:14](=[O:15])[O:16][C:17]([CH3:18])([CH3:19])[CH3:20])[CH2:13]1)([CH3:25])[CH3:26].[CH2:27]1[O:28][CH2:29][CH2:30][CH2:31]1.[Li+:2]>>[C:3]([CH3:4])([CH3:5])([CH3:6])[Si:7]([O:8][CH:9]1[CH2:10][CH:11]([CH2:21][OH:22])[N:12]([C:14](=[O:15])[O:16][C:17]([CH3:18])([CH3:19])[CH3:20])[CH2:13]1)([CH3:25])[CH3:26]. Reactants: O=C(Cl)N1CC(Oc2ccc(Br)cc2)C1, CN, C1CCOC1, O. Yields the product CNC(=O)N1CC(Oc2ccc(Br)cc2)C1. RXN SMILES: [Br:1][c:2]1[cH:3][cH:4][c:5]([O:6][CH:7]2[CH2:8][N:9]([C:11](=[O:12])[Cl:13])[CH2:10]2)[cH:14][cH:15]1.[CH3:16][NH2:17].[O:18]1[CH2:19][CH2:20][CH2:21][CH2:22]1.[OH2:23]>>[Br:1][c:2]1[cH:3][cH:4][c:5]([O:6][CH:7]2[CH2:8][N:9]([C:11](=[O:12])[NH:17][CH3:16])[CH2:10]2)[cH:14][cH:15]1.